This data is from the Open Reaction Database (ORD), a public repository of structured organic reaction records. The task is: describe an organic reaction: reactants, conditions, products, and yield Starting materials: C(C)OC(C(C1=C(C=CC=C1)OC)CC)=O (ethyl 2-methoxy-phenylacetic acid ethyl ester), C(=O)OCC (ethyl formate), [Na] (sodium), C(C)O (ethanol). Run in O (Water). Procedure details: A mixture of ethyl 2-methoxy-phenylacetic acid ethyl ester (11 g), ethyl formate (8.2 ml) and sodium (1.5 g) was added drop by drop with ethanol (5 ml) at 0° C., and the resulting mixture was stirred for 2 days at room temperature. Water was added, the organic layer was separated, the aqueous phase was washed with diethyl ether and extracted three times with ethyl acetate. The combined extracts were washed with water, dried and evaporated, to give 2 g of ethyl 2-(2-methoxy-phenyl)-3-oxo-propiona... Run at time 2 day. Reaction SMILES: [CH2:1]([O:3][C:4](=[O:16])[CH:5]([CH2:14]C)[C:6]1[CH:11]=[CH:10][CH:9]=[CH:8][C:7]=1[O:12][CH3:13])[CH3:2].C(OCC)=[O:18].[Na].C(O)C>O>[CH3:13][O:12][C:7]1[CH:8]=[CH:9][CH:10]=[CH:11][C:6]=1[CH:5]([CH:14]=[O:18])[C:4]([O:3][CH2:1][CH3:2])=[O:16] |^1:21|. Yields the product COC1=C(C=CC=C1)C(C(=O)OCC)C=O (ethyl 2-(2-methoxy-phenyl)-3-oxo-propionate). Starting materials: O=C1CCC(=O)N1Br, C1=CCCC=C1, CCOC(=O)C1C(C)C=CCC1C(C)C, ClC(Cl)(Cl)Cl. Product: CCOC(=O)C1=C(C)C=CCC1C(C)C. As a reaction SMILES: [Br:16][N:17]1[C:18](=[O:19])[CH2:20][CH2:21][C:22]1=[O:23].[CH2:24]1[CH2:25][CH:26]=[CH:27][CH:28]=[CH:29]1.[CH:1]([CH3:2])([CH3:3])[CH:4]1[CH2:5][CH:6]=[CH:7][CH:8]([CH3:15])[CH:9]1[C:10](=[O:11])[O:12][CH2:13][CH3:14].[Cl:30][C:31]([Cl:32])([Cl:33])[Cl:34]>>[CH:1]([CH3:2])([CH3:3])[CH:4]1[CH2:5][CH:6]=[CH:7][C:8]([CH3:15])=[C:9]1[C:10](=[O:11])[O:12][CH2:13][CH3:14]. Reactants: COC1=C(C=C(C=O)C=C1)[N+](=O)[O-] (4-Methoxy-3-nitrobenzaldehyde), S1C(NC(C1)=O)=O (thiazolidine-2,4-dione), C(C)(=O)[O-].[NH4+] (ammonium acetate), C(C)(=O)O (acetic acid). The solvent is C1=CC=CC=C1 (benzene). Product: COC1=C(C=C(C=C1)C=C1C(NC(S1)=O)=O)[N+](=O)[O-] (5-[(4-Methoxy-3-nitrophenyl)methylidene]thiazolidine-2,4-dione). The yield is 88.4%. Reaction SMILES: [CH3:1][O:2][C:3]1[CH:10]=[CH:9][C:6]([CH:7]=O)=[CH:5][C:4]=1[N+:11]([O-:13])=[O:12].[S:14]1[CH2:18][C:17](=[O:19])[NH:16][C:15]1=[O:20].C([O-])(=O)C.[NH4+].C(O)(=O)C>C1C=CC=CC=1>[CH3:1][O:2][C:3]1[CH:10]=[CH:9][C:6]([CH:7]=[C:18]2[S:14][C:15](=[O:20])[NH:16][C:17]2=[O:19])=[CH:5][C:4]=1[N+:11]([O-:13])=[O:12] |f:2.3|. Procedure details: 4-Methoxy-3-nitrobenzaldehyde (4.00 g, 22.2 mmol), thiazolidine-2,4-dione (3.10 g, 26.5 mmol), ammonium acetate (3.40 g, 44.1 mmol), acetic acid (8 mL) and benzene (120 mL) were mixed, and, while removing water formed by the reaction, the mixture was refluxed for 8 hours. After allowed to stand for cooling, the precipitated crystals were collected by filtration, washed with benzene and 20% aqueous acetone, and then dried to obtain 5.50 g (88%) of the title compound as yellow powder. Starting materials: Cc1c(Br)cccc1Br, O=C([O-])[O-], C1COCCO1, C[Si](C)(C)CCOCn1c2c(c3ccccc31)CCNC2=O, CNCCN, [Cs+], [Cs+], I[Cu]I. Yields the product Cc1c(Br)cccc1N1CCc2c(n(COCC[Si](C)(C)C)c3ccccc23)C1=O. Reaction SMILES: [Br:23][c:24]1[c:25]([CH3:31])[c:26]([Br:30])[cH:27][cH:28][cH:29]1.[C:32](=[O:33])([O-:34])[O-:35].[CH2:46]1[O:47][CH2:48][CH2:49][O:50][CH2:51]1.[CH3:1][Si:2]([CH2:3][CH2:4][O:5][CH2:6][n:7]1[c:8]2[c:9]([c:10]3[cH:11][cH:12][cH:13][cH:14][c:15]13)[CH2:16][CH2:17][NH:18][C:19]2=[O:20])([CH3:21])[CH3:22].[CH3:38][NH:39][CH2:40][CH2:41][NH2:42].[Cs+:36].[Cs+:37].[Cu:43]([I:44])[I:45]>>[CH3:1][Si:2]([CH2:3][CH2:4][O:5][CH2:6][n:7]1[c:8]2[c:9]([c:10]3[cH:11][cH:12][cH:13][cH:14][c:15]13)[CH2:16][CH2:17][N:18]([c:26]1[c:25]([CH3:31])[c:24]([Br:23])[cH:29][cH:28][cH:27]1)[C:19]2=[O:20])([CH3:21])[CH3:22].